Dataset: the Open Reaction Database (ORD), a public repository of structured organic reaction records. Task: describe an organic reaction: reactants, conditions, products, and yield Reactants: O=C([O-])[O-], CCOC(CBr)OCC, [K+], [K+], Nc1cccc2c1CCO2, CN(C)C=O. Yields the product CCOC(CNc1cccc2c1CCO2)OCC. RXN SMILES: [C:11](=[O:12])([O-:13])[O-:14].[CH2:17]([CH3:18])[O:19][CH:20]([CH2:21][Br:22])[O:23][CH2:24][CH3:25].[K+:15].[K+:16].[O:1]1[CH2:2][CH2:3][c:4]2[c:5]1[cH:6][cH:7][cH:8][c:9]2[NH2:10].[O:26]=[CH:27][N:28]([CH3:29])[CH3:30]>>[O:1]1[CH2:2][CH2:3][c:4]2[c:5]1[cH:6][cH:7][cH:8][c:9]2[NH:10][CH2:21][CH:20]([O:19][CH2:17][CH3:18])[O:23][CH2:24][CH3:25]. Starting materials: CCOC(C)=O, CO, [H][H], COc1cc(C=CC(=O)O)ccc1O. Product: COc1cc(CCC(=O)O)ccc1O. Reaction SMILES: [CH3:17][CH2:18][O:19][C:20]([CH3:21])=[O:22].[CH3:23][OH:24].[H:15][H:16].[OH:1][c:2]1[c:3]([O:13][CH3:14])[cH:4][c:5]([CH:8]=[CH:9][C:10](=[O:11])[OH:12])[cH:6][cH:7]1>>[OH:1][c:2]1[c:3]([O:13][CH3:14])[cH:4][c:5]([CH2:8][CH2:9][C:10](=[O:11])[OH:12])[cH:6][cH:7]1.